Dataset: the Open Reaction Database (ORD), a public repository of structured organic reaction records. Task: describe an organic reaction: reactants, conditions, products, and yield Run at temperature 100 celsius, time 2 minute. Reported procedure: To a solution the mixture of 2-benzyl-6-(benzyloxy)-5-chloro-4-(4-chlorophenyl)pyridazin-3(2H)-one and 2-benzyl-6-(benzyloxy)-4-chloro-5-(4-chlorophenyl)pyridazin-3(2H)-one (9.9 g, 22.7 mmol), prepared as described in Example 8A, in toluene (136 ml) was added Pd(PPh3)4 (2.35 g, 1.17 mmol). After 2 min, 2N sodium carbonate (45.4 ml, 90.8 mmol) solution was added, followed by 4-(4,4,5,5-tetramethyl-1,3,2-dioxoborolan-2-yl)pyridine (8.5 g, 41.4 mmol). The reaction was stirred at 100° C. for 42 hour... Solvent: C1(=CC=CC=C1)C (toluene). Reactants: C([O-])([O-])=O.[Na+].[Na+] (sodium carbonate), C(C)(=O)OCC (ethyl acetate), C(C1=CC=CC=C1)N1N=C(C(=C(C1=O)C1=CC=C(C=C1)Cl)Cl)OCC1=CC=CC=C1 (2-benzyl-6-(benzyloxy)-5-chloro-4-(4-chlorophenyl)pyridazin-3(2H)-one), C(C1=CC=CC=C1)N1N=C(C(=C(C1=O)Cl)C1=CC=C(C=C1)Cl)OCC1=CC=CC=C1 (2-benzyl-6-(benzyloxy)-4-chloro-5-(4-chlorophenyl)pyridazin-3(2H)-one), 4-(4,4,5,5-tetramethyl-1,3,2-dioxoborolan-2-yl)pyridine. Reaction SMILES: C([N:8]1[C:13](=O)[C:12]([C:15]2[CH:20]=[CH:19][C:18]([Cl:21])=[CH:17][CH:16]=2)=C(Cl)C(OCC2C=CC=CC=2)=N1)C1C=CC=CC=1.[CH2:31]([N:38]1[C:43](=[O:44])[C:42](Cl)=[C:41]([C:46]2[CH:51]=[CH:50][C:49]([Cl:52])=[CH:48][CH:47]=2)[C:40]([O:53][CH2:54][C:55]2[CH:60]=[CH:59][CH:58]=[CH:57][CH:56]=2)=[N:39]1)[C:32]1[CH:37]=[CH:36][CH:35]=[CH:34][CH:33]=1.C(=O)([O-])[O-].[Na+].[Na+].C(O[CH2:71][CH3:72])(=O)C>C1(C)C=CC=CC=1.C1C=CC([P]([Pd]([P](C2C=CC=CC=2)(C2C=CC=CC=2)C2C=CC=CC=2)([P](C2C=CC=CC=2)(C2C=CC=CC=2)C2C=CC=CC=2)[P](C2C=CC=CC=2)(C2C=CC=CC=2)C2C=CC=CC=2)(C2C=CC=CC=2)C2C=CC=CC=2)=CC=1>[CH2:31]([N:38]1[C:43](=[O:44])[C:42]([C:15]2[CH:16]=[CH:17][C:18]([Cl:21])=[CH:19][CH:20]=2)=[C:41]([C:72]2[CH:71]=[CH:43][N:38]=[CH:31][CH:32]=2)[C:40]([O:53][CH2:54][C:55]2[CH:56]=[CH:57][CH:58]=[CH:59][CH:60]=2)=[N:39]1)[C:32]1[CH:33]=[CH:34][CH:35]=[CH:36][CH:37]=1.[CH2:31]([N:38]1[C:43](=[O:44])[C:42]([C:15]2[CH:12]=[CH:13][N:8]=[CH:19][CH:20]=2)=[C:41]([C:46]2[CH:51]=[CH:50][C:49]([Cl:52])=[CH:48][CH:47]=2)[C:40]([O:53][CH2:54][C:55]2[CH:60]=[CH:59][CH:58]=[CH:57][CH:56]=2)=[N:39]1)[C:32]1[CH:33]=[CH:34][CH:35]=[CH:36][CH:37]=1 |f:2.3.4,^1:83,85,104,123|. Yields the product title compounds, C(C1=CC=CC=C1)N1N=C(C(=C(C1=O)C1=CC=C(C=C1)Cl)C1=CC=NC=C1)OCC1=CC=CC=C1 (2-benzyl-6-(benzyloxy)-4-(4-chlorophenyl)-5-(pyridin-4-yl)pyridazin-3(2H)-one), C(C1=CC=CC=C1)N1N=C(C(=C(C1=O)C1=CC=NC=C1)C1=CC=C(C=C1)Cl)OCC1=CC=CC=C1 (2-benzyl-6-(benzyloxy)-5-(4-chlorophenyl)-4-(pyridin-4-yl)pyridazin-3(2H)-one). The reagents and catalysts are C=1C=CC(=CC1)[P](C=2C=CC=CC2)(C=3C=CC=CC3)[Pd]([P](C=4C=CC=CC4)(C=5C=CC=CC5)C=6C=CC=CC6)([P](C=7C=CC=CC7)(C=8C=CC=CC8)C=9C=CC=CC9)[P](C=1C=CC=CC1)(C=1C=CC=CC1)C=1C=CC=CC1 (Pd(PPh3)4). Reactants: O=C(Nc1ccncc1F)c1cnc2c(Nc3cccc(Br)n3)cc(Cl)nn12, CN1CCCC1=O, NC1CCC(N)CC1. Yields the product NC1CCC(Nc2cc(Nc3cccc(Br)n3)c3ncc(C(=O)Nc4ccncc4F)n3n2)CC1. Reaction SMILES: [Br:1][c:2]1[cH:3][cH:4][cH:5][c:6]([NH:8][c:9]2[c:10]3[n:11]([n:12][c:13]([Cl:15])[cH:14]2)[c:16]([C:19](=[O:20])[NH:21][c:22]2[c:23]([F:28])[cH:24][n:25][cH:26][cH:27]2)[cH:17][n:18]3)[n:7]1.[CH3:37][N:38]1[CH2:39][CH2:40][CH2:41][C:42]1=[O:43].[CH:29]1([NH2:36])[CH2:30][CH2:31][CH:32]([NH2:35])[CH2:33][CH2:34]1>>[Br:1][c:2]1[cH:3][cH:4][cH:5][c:6]([NH:8][c:9]2[c:10]3[n:11]([n:12][c:13]([NH:36][CH:29]4[CH2:30][CH2:31][CH:32]([NH2:35])[CH2:33][CH2:34]4)[cH:14]2)[c:16]([C:19](=[O:20])[NH:21][c:22]2[c:23]([F:28])[cH:24][n:25][cH:26][cH:27]2)[cH:17][n:18]3)[n:7]1. The reactants are Cl.NC(=N)N (guanidine.hydrochloride), C[O-].[Na+] (sodium methoxide), Cl.ClC1=C(C=C(C=C1)Cl)C=1C=C(C=C(C(=O)OC)C1)C(NCCN(C)C)=O (methyl 5-(2,5-dichlorophenyl)-3-[(2-dimethylaminoethyl)carbamoyl]benzoate.hydrochloride). The solvent is C(C)(=O)OCC (ethyl acetate), O1CCCC1 (tetrahydrofuran), O (water), CN(C=O)C (N,N-dimethylformamide). Reaction conditions: time 15 minute. Yields the product Cl.Cl.ClC1=C(C=C(C=C1)Cl)C=1C=C(C=C(C(=O)NC(=N)N)C1)C(NCCN(C)C)=O ([5-(2,5-dichlorophenyl)-3-[(2-dimethylaminoethyl)carbamoyl]benzoyl]guanidine.dihydrochloride). RXN SMILES: [ClH:1].[NH2:2][C:3]([NH2:5])=[NH:4].C[O-].[Na+].Cl.[Cl:10][C:11]1[CH:16]=[CH:15][C:14]([Cl:17])=[CH:13][C:12]=1[C:18]1[CH:19]=[C:20]([C:28](=[O:35])[NH:29][CH2:30][CH2:31][N:32]([CH3:34])[CH3:33])[CH:21]=[C:22]([CH:27]=1)[C:23](OC)=[O:24]>CN(C)C=O.C(OCC)(=O)C.O1CCCC1.O>[ClH:10].[ClH:1].[Cl:10][C:11]1[CH:16]=[CH:15][C:14]([Cl:17])=[CH:13][C:12]=1[C:18]1[CH:19]=[C:20]([C:28](=[O:35])[NH:29][CH2:30][CH2:31][N:32]([CH3:33])[CH3:34])[CH:21]=[C:22]([CH:27]=1)[C:23]([NH:4][C:3]([NH2:5])=[NH:2])=[O:24] |f:0.1,2.3,4.5,10.11.12|. Procedure: To a solution of guanidine.hydrochloride (0.4 g) in N,N-dimethylformamide (7.2 ml) was added sodium methoxide (0.76 ml, 28% in methanol) under nitrogen atmosphere. After being stirred for 15 minutes at room temperature, to the reaction mixture was added methyl 5-(2,5-dichlorophenyl)-3-[(2-dimethylaminoethyl)carbamoyl]benzoate.hydrochloride (0.36 g). After being stirred for 4 hours at room temperature, the residue was dissolved in a mixture of ethyl acetate (40 ml), tetrahydrofuran (20 ml) and wa... The reactants are CC(=O)C (acetone), Cl.OC1[C@H](N)[C@@H](O)[C@H](O[C@H]2[C@H](O)[C@@H](O)[C@@H](O)[C@H](O2)CO)[C@H](O1)CO (lactosamine hydrochloride), CC(=O)C (acetone), CC(=O)C (acetone), O.CC(=O)C (water acetone). Run in O (water), O (water), O (water). Product: O.Cl.O[C@@H]1[C@H](N)[C@@H](O)[C@H](O[C@H]2[C@H](O)[C@@H](O)[C@@H](O)[C@H](O2)CO)[C@H](O1)CO (α-lactosamine hydrochloride monohydrate). RXN SMILES: [ClH:1].[OH:2][CH:3]1[O:22][C@H:21]([CH2:23][OH:24])[C@@H:8]([O:9][C@@H:10]2[O:18][C@H:17]([CH2:19][OH:20])[C@H:15]([OH:16])[C@H:13]([OH:14])[C@H:11]2[OH:12])[C@H:6]([OH:7])[C@H:4]1[NH2:5].CC(C)=O.O.CC(C)=O>O>[OH2:2].[ClH:1].[OH:2][C@H:3]1[O:22][C@H:21]([CH2:23][OH:24])[C@@H:8]([O:9][C@@H:10]2[O:18][C@H:17]([CH2:19][OH:20])[C@H:15]([OH:16])[C@H:13]([OH:14])[C@H:11]2[OH:12])[C@H:6]([OH:7])[C@H:4]1[NH2:5] |f:0.1,3.4,6.7.8|. Reported procedure: Suitably, the method may further comprise the preliminary steps of: dissolving the anomeric mixture of lactosamine hydrochloride in water; and adding the solution to a much larger volume of acetone, such as a tenfold volume of acetone compared with the volume of the aqueous solution, to cause precipitation of a white powder, which powder is then used as the anomeric mixture in preparing the solution comprising the anomeric mixture, water and at least one water miscible organic solvent. This prel... Starting materials: BrC(=C)CCCCCC (2-bromo-oct-1-ene), C(Br)(Br)Br (bromoform), [Br-].[Br-].C(C1=CC=CC=C1)[N+](CC[N+](C)(C)CC1=CC=CC=C1)(C)C (N,N′-dibenzyl-N,N,N′,N′-tetramethylethylenediammonium dibromide), [OH-].[K+] (potassium hydroxide). The solvent is O (water), C(Cl)Cl (methylene chloride), hexanes. Run at time 5 day. The product is BrC1(C(C1)(CCCCCC)Br)Br (1,1,2-tribromo-2-hexyl-cyclopropane). Yield: 50.9%. As a reaction SMILES: [Br:1][C:2]([CH2:4][CH2:5][CH2:6][CH2:7][CH2:8][CH3:9])=[CH2:3].[CH:10]([Br:13])(Br)[Br:11].[Br-].[Br-].C([N+](C)(C)CC[N+](CC1C=CC=CC=1)(C)C)C1C=CC=CC=1.[OH-].[K+]>C(Cl)Cl.O>[Br:11][C:10]1([Br:13])[CH2:3][C:2]1([Br:1])[CH2:4][CH2:5][CH2:6][CH2:7][CH2:8][CH3:9] |f:2.3.4,5.6|. Procedure: To 5.42 g (0.0284 mol) of 2-bromo-oct-1-ene in 7.42 ml (0.0851 mol) of bromoform and 48.8 ml of methylene chloride, were added 1.30 g ( 0.00284 mol) of N,N′-dibenzyl-N,N,N′,N′-tetramethylethylenediammonium dibromide and 12.1 ml (0.142 mol) of 45% aqueous potassium hydroxide. The mixture was left at room temperature for 5 days. There was then added hexanes and water. This mixture was gravity filtered through qualitative fluted filter paper. The resulting mixture was transferred to a separatory fu... Starting materials: CC(C)CCBr, CN(C)C=O, [Cl-], [H-], CC(C)(C)C(=O)Nc1ccc(-c2cc(=O)c3c(N)c(F)cc(F)c3o2)cc1F, [NH4+], [Na+]. Product: CC(C)CCNc1c(F)cc(F)c2oc(-c3ccc(NC(=O)C(C)(C)C)c(F)c3)cc(=O)c12. As a reaction SMILES: [CH2:31]([CH2:32][CH:33]([CH3:34])[CH3:35])[Br:36].[CH3:39][N:40]([CH3:41])[CH:42]=[O:43].[Cl-:37].[H-:29].[NH2:1][c:2]1[c:3]([F:28])[cH:4][c:5]([F:27])[c:6]2[c:7]1[c:8](=[O:26])[cH:9][c:10](-[c:12]1[cH:13][c:14]([F:25])[c:15]([NH:18][C:19]([C:20]([CH3:21])([CH3:22])[CH3:23])=[O:24])[cH:16][cH:17]1)[o:11]2.[NH4+:38].[Na+:30]>>[NH:1]([c:2]1[c:3]([F:28])[cH:4][c:5]([F:27])[c:6]2[c:7]1[c:8](=[O:26])[cH:9][c:10](-[c:12]1[cH:13][c:14]([F:25])[c:15]([NH:18][C:19]([C:20]([CH3:21])([CH3:22])[CH3:23])=[O:24])[cH:16][cH:17]1)[o:11]2)[CH2:31][CH2:32][CH:33]([CH3:34])[CH3:35]. The reactants are N=1C=2N(C(=CC1)C1=CC=C(C=C1)NC(OC(C)(C)C)=O)C1=C(N2)C=CC=C1 (tert-butyl (4-(benzo[4,5]imidazo[1,2-a]pyrimidin-4-yl)phenyl)carbamate), [H-].[Na+] (NaH), CC1=CC=C(C=C1)S(=O)(=O)OCCCOS(=O)(=O)C1=CC=C(C=C1)C (propane-1,3-diyl bis(4-methylbenzenesulfonate)). The solvent is CN(C)C=O (DMF). Conditions: temperature 0 celsius, time 5 minute. Product: CC1=CC=C(C=C1)S(=O)(=O)OCCCN(C(=O)OC(C)(C)C)C1=CC=C(C=C1)C1=CC=NC=2N1C1=C(N2)C=CC=C1 (3-((4-(Benzo[4,5]imidazo[1,2-a]pyrimidin-4-yl)phenyl)(tert-butoxycarbonyl)amino)propyl 4-methylbenzenesulfonate). The yield is 33.7%. RXN SMILES: [N:1]1[C:2]2[N:3]([C:21]3[CH:27]=[CH:26][CH:25]=[CH:24][C:22]=3[N:23]=2)[C:4]([C:7]2[CH:12]=[CH:11][C:10]([NH:13][C:14](=[O:20])[O:15][C:16]([CH3:19])([CH3:18])[CH3:17])=[CH:9][CH:8]=2)=[CH:5][CH:6]=1.[H-].[Na+].[CH3:30][C:31]1[CH:36]=[CH:35][C:34]([S:37]([O:40][CH2:41][CH2:42][CH2:43]OS(C2C=CC(C)=CC=2)(=O)=O)(=[O:39])=[O:38])=[CH:33][CH:32]=1>CN(C=O)C>[CH3:30][C:31]1[CH:36]=[CH:35][C:34]([S:37]([O:40][CH2:41][CH2:42][CH2:43][N:13]([C:10]2[CH:9]=[CH:8][C:7]([C:4]3[N:3]4[C:21]5[CH:27]=[CH:26][CH:25]=[CH:24][C:22]=5[N:23]=[C:2]4[N:1]=[CH:6][CH:5]=3)=[CH:12][CH:11]=2)[C:14]([O:15][C:16]([CH3:19])([CH3:17])[CH3:18])=[O:20])(=[O:39])=[O:38])=[CH:33][CH:32]=1 |f:1.2|. Procedure details: To a solution of tert-butyl (4-(benzo[4,5]imidazo[1,2-a]pyrimidin-4-yl)phenyl)carbamate (300 mg, 0.83 mmol) in DMF (9 mL) at 0° C. was added NaH (38 mg, 0.91 mmol, 60% dispersed in oil). After stirring for 5 min at 0° C. for 5 min, ice bath was removed and reaction was stirred at rt for 20 min. The reaction was cooled again at 0° C. and propane-1,3-diyl bis(4-methylbenzenesulfonate) (653 mg, 1.7 mmol) was added in 6 portions. After stirring at 0° C. for 5 min, the reaction was let stir at rt for...